describe an organic reaction: reactants, conditions, products, and yield From a dataset of the Open Reaction Database (ORD), a public repository of structured organic reaction records. The reactants are O=C(O)Cc1ccc2c(c1)OCO2, Cc1ccc2cccc(N)c2n1. The reagents and catalysts are CN(C)[P+](N(C)C)(N(C)C)ON1C2=CC=CC=C2N=N1.F[P-](F)(F)(F)(F)F (BOP), CCN(C(C)C)C(C)C (DIPEA). The solvent is CN(C)C=O (DMF), CN(C)C=O (DMF), CN(C)C=O (DMF), CN(C)C=O (DMF), CN(C)C=O (DMF), CN(C)C=O (DMF). Reaction conditions: temperature 25 celsius, time 2 hour. The product is Cc1ccc2cccc(NC(=O)Cc3ccc4c(c3)OCO4)c2n1. The yield is 50.9%. RXN SMILES: Cc1ccc2cccc(N)c2n1.O=C(O)Cc1ccc2c(c1)OCO2.CN(C)[P+](N(C)C)(N(C)C)ON1C2=CC=CC=C2N=N1.F[P-](F)(F)(F)(F)F.CCN(C(C)C)C(C)C.CN(C)C=O>>Cc1ccc2cccc(NC(=O)Cc3ccc4c(c3)OCO4)c2n1. Reactants: ClC1=C(C#N)C=CC=N1 (2-Chloronicotinonitrile), S(=O)(=O)([O-])OOS(=O)(=O)[O-].[NH4+].[NH4+] (Ammonium persulfate), C(C(C)(C)C)(=O)O (pivalic acid), [NH4+].[OH-] (NH4OH). Reagents/catalysts: [N+](=O)([O-])[O-].[Ag+] (silver nitrate). The solvent is O (H2O), OS(=O)(=O)O (H2SO4). Conditions: time 36 hour. Product: C(C)(C)(C)C1=NC(=C(C#N)C=C1)Cl (6-tert-Butyl-2-chloronicotinonitrile). The yield is 38.0%. RXN SMILES: [Cl:1][C:2]1[N:9]=[CH:8][CH:7]=[CH:6][C:3]=1[C:4]#[N:5].[C:10](O)(=O)[C:11](C)([CH3:13])[CH3:12].S(OOS([O-])(=O)=O)([O-])(=O)=O.[NH4+].[NH4+].[NH4+].[OH-]>OS(O)(=O)=O.O.[N+]([O-])([O-])=O.[Ag+]>[C:11]([C:8]1[CH:7]=[CH:6][C:3]([C:4]#[N:5])=[C:2]([Cl:1])[N:9]=1)([CH3:13])([CH3:12])[CH3:10] |f:2.3.4,5.6,9.10|. Procedure details: 2-Chloronicotinonitrile (2.1 g, 15.2 mmol), pivalic acid (7.7 g, 75.8 mmol) and silver nitrate (0.5 g, 3.0 mmol) were suspended in 10% aqueous H2SO4 (20 ml). Ammonium persulfate (6.9 g, 30.3 mmol) in H2O (40 ml) was added to the mixture. The mixture was stirred at r.t. for 36 h. NH4OH was added until pH=9. The product was extracted with EtOAc. The combined organic extracts were washed with water, dried (MgSO4), filtered and concentrated. Purification was done by flash chromatography (Pet. Ether/... Reactants: FC1=C(CN)C(=CC=C1)C(F)(F)F (2-fluoro-6-(trifluoromethyl)benzylamine), NC(=O)N (urea), Cl (HCl). Solvent: O (water). The product is FC1=C(CNC(=O)N)C(=CC=C1)C(F)(F)F (N-[2-fluoro-6-(trifluoromethyl)benzyl]urea). The yield is 73.4%. RXN SMILES: [F:1][C:2]1[CH:9]=[CH:8][CH:7]=[C:6]([C:10]([F:13])([F:12])[F:11])[C:3]=1[CH2:4][NH2:5].[NH2:14][C:15](N)=[O:16].Cl>O>[F:1][C:2]1[CH:9]=[CH:8][CH:7]=[C:6]([C:10]([F:11])([F:12])[F:13])[C:3]=1[CH2:4][NH:5][C:15]([NH2:14])=[O:16]. Procedure details: To 2-fluoro-6-(trifluoromethyl)benzylamine 1a (51.5 g, 0.267 mmol) in a flask, urea (64 g, 1.07 mmol), HCl (conc., 30.9 mmol, 0.374 mmol) and water (111 mL) were added. The mixture was refluxed for 6 hours. The mixture was cooled to ambient temperature, further cooled with ice and filtered to give a yellow solid. Recrystallization with 400 mL of EtOAc gave 1b as a white solid (46.2 g, 0.196 mmol). MS (CI) m/z 237.0 (MH+). Reactants: O=P(Cl)(Cl)Cl (phosphorus oxytrichloride), ClC1=C(OCC2OC=CCC2)C=CC(=C1)Cl (2-(2,4-dichlorophenoxymethyl)-3,4-dihydro-2H-pyran), ClCC(CCC1=C(C=C(C=C1)Cl)Cl)O (1-chloro-4-(2,4-dichlorophenyl)-2-butanol). The reagents and catalysts are C(C)N(CC)CC (triethylamine). Solvent: C(C)OCC (diethyl ether). Product: ClC1=C(OC[C@H]2CCC[C@@H](O2)OC(CCl)CCC2=C(C=C(C=C2)Cl)Cl)C=CC(=C1)Cl (trans-6-(2,4-dichlorphenoxymethyl)-2-[1-chloro-4-(2,4-dichlorophenyl)-2-butoxy]tetrahydropyran). Reaction SMILES: O=P(Cl)(Cl)Cl.[Cl:6][C:7]1[CH:20]=[C:19]([Cl:21])[CH:18]=[CH:17][C:8]=1[O:9][CH2:10][CH:11]1[CH2:16][CH2:15][CH:14]=[CH:13][O:12]1.[Cl:22][CH2:23][CH:24]([OH:35])[CH2:25][CH2:26][C:27]1[CH:32]=[CH:31][C:30]([Cl:33])=[CH:29][C:28]=1[Cl:34]>C(OCC)C.C(N(CC)CC)C>[Cl:6][C:7]1[CH:20]=[C:19]([Cl:21])[CH:18]=[CH:17][C:8]=1[O:9][CH2:10][C@@H:11]1[O:12][C@@H:13]([O:35][CH:24]([CH2:25][CH2:26][C:27]2[CH:32]=[CH:31][C:30]([Cl:33])=[CH:29][C:28]=2[Cl:34])[CH2:23][Cl:22])[CH2:14][CH2:15][CH2:16]1. Procedure details: 2 Drops of phosphorus oxytrichloride were added to a solution of 388 mg of 2-(2,4-dichlorophenoxymethyl)-3,4-dihydro-2H-pyran and 418 mg of 1-chloro-4-(2,4-dichlorophenyl)-2-butanol in 8 ml of diethyl ether, and the mixture was allowed to react at room temperature for 2 days. At the the end of this time, 3 drops of triethylamine were added and the solvent was evaporated off. The residue was purified by column chromatography through silica gel eluted with a 50:5:1 by volume mixture of hexane, ben... The product is Cl, N=C(N)NN=C1CC(c2ccccc2)Cc2[nH]c3c(c21)CCCC3. Starting materials: CCO, Cl, Cl, N=C(N)NN, O, O=C1CC(c2ccccc2)Cc2[nH]c3c(c21)CCCC3. RXN SMILES: [CH3:29][CH2:30][OH:31].[ClH:21].[ClH:27].[NH2:22][NH:23][C:24](=[NH:25])[NH2:26].[OH2:28].[c:1]1([CH:7]2[CH2:8][c:9]3[nH:10][c:11]4[c:16]([c:17]3[C:18](=[O:20])[CH2:19]2)[CH2:15][CH2:14][CH2:13][CH2:12]4)[cH:2][cH:3][cH:4][cH:5][cH:6]1>>[ClH:21].[c:1]1([CH:7]2[CH2:8][c:9]3[nH:10][c:11]4[c:16]([c:17]3[C:18](=[N:22][NH:23][C:24](=[NH:25])[NH2:26])[CH2:19]2)[CH2:15][CH2:14][CH2:13][CH2:12]4)[cH:2][cH:3][cH:4][cH:5][cH:6]1. Starting materials: C[Mg]Br (methylmagnesium bromide), BrC=1C=C(C=NC1)OC[C@H]1N(CCC1)C (5-bromo-3-(1-methyl-2-(S)-pyrrolidinylmethoxy)-pyridine), C[Mg]Br (methylmagnesium bromide), Ni(dppp)Cl. Solvent: C1CCOC1 (THF). Conditions: temperature 0 celsius. The product is CC=1C=C(C=NC1)OC[C@H]1N(CCC1)C (5-methyl-3-(1-methyl-2-(S)-pyrrolidinylmethoxy)pyridine). As a reaction SMILES: Br[C:2]1[CH:3]=[C:4]([O:8][CH2:9][C@@H:10]2[CH2:14][CH2:13][CH2:12][N:11]2[CH3:15])[CH:5]=[N:6][CH:7]=1.[CH3:16][Mg]Br>C1COCC1>[CH3:16][C:2]1[CH:3]=[C:4]([O:8][CH2:9][C@@H:10]2[CH2:14][CH2:13][CH2:12][N:11]2[CH3:15])[CH:5]=[N:6][CH:7]=1. Procedure details: A 270 mg (1 mmol) sample of 5-bromo-3-(1-methyl-2-(S)-pyrrolidinylmethoxy)-pyridine, from Example 28 above, was dissolved in 10 mL of THF, 3.25 mg of Ni(dppp)Cl was added, and the mixture was cooled to 0° C. To this solution was added 0.47 mL of methylmagnesium bromide, then the mixture was stirred at reflux for 20 hours. Another 0.2 mL of methylmagnesium bromide was added, and the reaction mixture was stirred for 2 hours. The reaction was quenched by addition of NH4Cl solution, and the mixture ... The reactants are C(C)N(CC)C1=CC=C(C=C1)CN(C[C@@H]([C@H](CC1=CC=CC=C1)N)O)NC(=O)OC(C)(C)C (1-[p-(N,N-diethylamino)phenyl]-4(S)-hydroxy-2-(tert-butyloxycarbonyl)amino-5(S)-amino-6-phenyl-2-azahexane), CCN(C(C)C)C(C)C (Hünig's base), COC(=O)N[C@@H](C(C)C)C(=O)O (N-methoxycarbonyl-(L)-valine), [B-](F)(F)(F)F.CN(C)C(=[N+](C)C)ON1C=CC=CC1=O (TPTU). Run in CN(C)C=O (DMF), CN(C)C=O (DMF), C(Cl)Cl.CO (methylene chloride methanol). Run at time 5 minute. Yields the product C(C)N(CC)C1=CC=C(C=C1)CN(C[C@@H]([C@H](CC1=CC=CC=C1)NC([C@@H](NC(=O)OC)C(C)C)=O)O)NC(=O)OC(C)(C)C (1-[p-(N,N-Diethlamino)phenyl]-4(S)-hydroxy-2-(tert-butyloxycarbonyl)amino-5(S)-[N-(N-methoxycarbonyl-(L)-valyl)amino]-6-phenyl-2-azahexane). As a reaction SMILES: CCN(C(C)C)C(C)C.[CH3:10][O:11][C:12]([NH:14][C@H:15]([C:19]([OH:21])=O)[CH:16]([CH3:18])[CH3:17])=[O:13].[B-](F)(F)(F)F.CN(C(ON1C(=O)C=CC=C1)=[N+](C)C)C.[CH2:42]([N:44]([C:47]1[CH:52]=[CH:51][C:50]([CH2:53][N:54]([NH:67][C:68]([O:70][C:71]([CH3:74])([CH3:73])[CH3:72])=[O:69])[CH2:55][C@H:56]([OH:66])[C@@H:57]([NH2:65])[CH2:58][C:59]2[CH:64]=[CH:63][CH:62]=[CH:61][CH:60]=2)=[CH:49][CH:48]=1)[CH2:45][CH3:46])[CH3:43]>CN(C=O)C.C(Cl)Cl.CO>[CH2:42]([N:44]([C:47]1[CH:52]=[CH:51][C:50]([CH2:53][N:54]([NH:67][C:68]([O:70][C:71]([CH3:73])([CH3:72])[CH3:74])=[O:69])[CH2:55][C@H:56]([OH:66])[C@@H:57]([NH:65][C:19](=[O:21])[C@H:15]([CH:16]([CH3:17])[CH3:18])[NH:14][C:12]([O:11][CH3:10])=[O:13])[CH2:58][C:59]2[CH:64]=[CH:63][CH:62]=[CH:61][CH:60]=2)=[CH:49][CH:48]=1)[CH2:45][CH3:46])[CH3:43] |f:2.3,6.7|. Reported procedure: In analogy with Example 2e, 1.5 ml of Hünig's base are added to 0.77 g (4.3 mmol) of N-methoxycarbonyl-(L)-valine and 1.3 g (4.3 mmol) of TPTU in 20 ml of DMF and the whole is stirred at RT for 5 min. After that, 2.0 g (4.3 mmol) of 1-[p-(N,N-diethylamino)phenyl]-4(S)-hydroxy-2-(tert-butyloxycarbonyl)amino-5(S)-amino-6-phenyl-2-azahexane (Example 2d), dissolved in DMF, are added and the mixture is stirred at RT for 2 h. After working up in the same manner as described for Example 2e, the residue... The reactants are FC=1C=C(C=C(C1)F)[N+](=O)[O-] (3,5-difluoronitrobenzene), ClC(C(=O)OCC)Cl (ethyl dichloroacetate), CC(C)([O-])C.[K+] (potassium t-butoxide), ice, Cl (hydrochloric acid). The solvent is CN(C)C=O (DMF), CN(C)C=O (DMF). Reaction conditions: temperature -25 celsius, time 15 minute. The product is ClC(C(=O)OCC)C1=C(C=C(C=C1F)[N+](=O)[O-])F (ethyl 2-chloro-2-(2,6-difluoro-4-nitrophenyl)ethanoate). The yield is 96.5%. As a reaction SMILES: [F:1][C:2]1[CH:3]=[C:4]([N+:9]([O-:11])=[O:10])[CH:5]=[C:6]([F:8])[CH:7]=1.[Cl:12][CH:13](Cl)[C:14]([O:16][CH2:17][CH3:18])=[O:15].CC(C)([O-])C.[K+].Cl>CN(C=O)C>[Cl:12][CH:13]([C:7]1[C:2]([F:1])=[CH:3][C:4]([N+:9]([O-:11])=[O:10])=[CH:5][C:6]=1[F:8])[C:14]([O:16][CH2:17][CH3:18])=[O:15] |f:2.3|. Reported procedure: A solution of 3,5-difluoronitrobenzene (20 g,126 mmol) and ethyl dichloroacetate (15.8 ml, 129 mmol) in DMF (60 ml) was added to potassium t-butoxide (31.8 g, 283 mmol) in DMF (500 ml) at −25° C. over 30 minutes. The mixture was stirred for 15 minutes at −25° C. then poured on to a mixture of ice (600 g) and 2M hydrochloric acid (500 ml). The aqueous mixture was extracted with ethyl acetate, the combined extracts were washed with water and sodium hydrogen carbonate solution and dried (MgSO4) and... Starting materials: O=C(NC(=S)Nc1ncc(Br)cc1Sc1ccccc1)c1ccccc1, CO, [Na+], [OH-], O. Product: NC(=S)Nc1ncc(Br)cc1Sc1ccccc1. Reaction SMILES: [C:1](=[O:2])([c:3]1[cH:4][cH:5][cH:6][cH:7][cH:8]1)[NH:9][C:10](=[S:11])[NH:12][c:13]1[n:14][cH:15][c:16]([Br:26])[cH:17][c:18]1[S:19][c:20]1[cH:21][cH:22][cH:23][cH:24][cH:25]1.[CH3:27][OH:28].[Na+:30].[OH-:29].[OH2:31]>>[NH2:9][C:10](=[S:11])[NH:12][c:13]1[n:14][cH:15][c:16]([Br:26])[cH:17][c:18]1[S:19][c:20]1[cH:21][cH:22][cH:23][cH:24][cH:25]1.